From a dataset of the Open Reaction Database (ORD), a public repository of structured organic reaction records. describe an organic reaction: reactants, conditions, products, and yield The reactants are O1CCOC12CCN(CC2)S(=O)(=O)/C=C/C2=C(C=C(C=C2C)N2C(NC(C2(C)C)=O)=O)C ((E)-1-(4-(2-(1,4-dioxa-8-azaspiro[4.5]decan-8-ylsulfonyl)vinyl)-3,5-dimethylphenyl)-5,5-dimeth ylimidazolidine-2,4-dione), Cl (hydrochloric acid), [OH-].[Na+] (sodium hydroxide). Solvent: O1CCCC1 (tetrahydrofuran). Reaction conditions: temperature 60 celsius, time 2 hour. The product is CC=1C=C(C=C(C1\C=C\S(=O)(=O)N1CCC(CC1)=O)C)N1C(NC(C1(C)C)=O)=O ((E)-1-(3,5-dimethyl-4-(2-((4-oxopiperidin-1-yl)sulfonyl)vinyl)phenyl)-5,5-dimethylimidazolidine-2,4-dione). Isolated yield 92.2%. As a reaction SMILES: O1[C:5]2([CH2:10][CH2:9][N:8]([S:11](/[CH:14]=[CH:15]/[C:16]3[C:21]([CH3:22])=[CH:20][C:19]([N:23]4[C:27]([CH3:29])([CH3:28])[C:26](=[O:30])[NH:25][C:24]4=[O:31])=[CH:18][C:17]=3[CH3:32])(=[O:13])=[O:12])[CH2:7][CH2:6]2)[O:4]CC1.Cl.[OH-].[Na+]>O1CCCC1>[CH3:22][C:21]1[CH:20]=[C:19]([N:23]2[C:27]([CH3:28])([CH3:29])[C:26](=[O:30])[NH:25][C:24]2=[O:31])[CH:18]=[C:17]([CH3:32])[C:16]=1/[CH:15]=[CH:14]/[S:11]([N:8]1[CH2:7][CH2:6][C:5](=[O:4])[CH2:10][CH2:9]1)(=[O:13])=[O:12] |f:2.3|. Reported procedure: To a solution of (E)-1-(4-(2-(1,4-dioxa-8-azaspiro[4.5]decan-8-ylsulfonyl)vinyl)-3,5-dimethylphenyl)-5,5-dimeth ylimidazolidine-2,4-dione (1.2 g, 2.58 mmol) in tetrahydrofuran (26 mL), a 2 N aqueous hydrochloric acid solution (26 mL, 52 mmol) was added dropwise over ten minutes. The mixture was stirred at 60° C. for two hours. The reaction mixture was cooled, followed by adjustment of its pH to 7 using a 2 N aqueous sodium hydroxide solution, and this mixture was extracted with ethyl acetate. Th... Starting materials: ClC1=CC=C(CSC(=S)N2CC=3NC4=CC=CC=C4C3C[C@H]2C(=O)O)C=C1 ((3S)-2-[(4-Chlorobenzylthio)thiocarbonyl]-1,2,3,4-tetrahydro-β-carboline-3-carboxylic acid), CO (methanol), S(=O)(Cl)Cl (thionyl chloride). Reaction conditions: time 5 hour. Yields the product ClC1=CC=C(CSC(=S)N2CC=3NC4=CC=CC=C4C3C[C@H]2C(=O)OC)C=C1 (Methyl (3S)-2-[(4-chlorobenzylthio)thiocarbonyl]-1,2,3,4-tetrahydro-β-carboline-3-carboxylate). The yield is 50.0%. RXN SMILES: [Cl:1][C:2]1[CH:27]=[CH:26][C:5]([CH2:6][S:7][C:8]([N:10]2[C@H:22]([C:23]([OH:25])=[O:24])[CH2:21][C:20]3[C:19]4[C:14](=[CH:15][CH:16]=[CH:17][CH:18]=4)[NH:13][C:12]=3[CH2:11]2)=[S:9])=[CH:4][CH:3]=1.S(Cl)(Cl)=O.[CH3:32]O>>[Cl:1][C:2]1[CH:3]=[CH:4][C:5]([CH2:6][S:7][C:8]([N:10]2[C@H:22]([C:23]([O:25][CH3:32])=[O:24])[CH2:21][C:20]3[C:19]4[C:14](=[CH:15][CH:16]=[CH:17][CH:18]=4)[NH:13][C:12]=3[CH2:11]2)=[S:9])=[CH:26][CH:27]=1. Reported procedure: (3S)-2-[(4-Chlorobenzylthio)thiocarbonyl]-1,2,3,4-tetrahydro-β-carboline-3-carboxylic acid (2.08 g) is dissolved in methanol (30 ml) and thereto is added dropwise thionyl chloride (0.94 ml) at -20° C. The mixture is stirred at 50°-60° C. for 5 hours and then distilled to remove the solvent. The residue is dissolved in ethyl acetate, and the solution is washed with water, dried, treated with active carbon and distilled to remove the solvent. The residue is recrystallized from ethyl acetate-n-hexa... Reactants: Br.C(C)(=O)O (hydrogen bromide acetic acid), [Si](C1=CC=CC=C1)(C1=CC=CC=C1)(C(C)(C)C)O[C@H]1[C@@H](C(O[C@@H]1CO[Si](C1=CC=CC=C1)(C1=CC=CC=C1)C(C)(C)C)OC)F ((3S,4R,5R)-4-((tert-butyldiphenylsilyl)oxy)-5-(((tert-butyldiphenylsilyl)oxy)methyl)-3-fluoro-2-methoxyoxolane), C(C)(=O)OCC (ethyl acetate), O (water). Run in C(Cl)Cl (methylene chloride). Reaction conditions: time 3 hour. The product is [Si](C1=CC=CC=C1)(C1=CC=CC=C1)(C(C)(C)C)O[C@H]1[C@@H](C(O[C@@H]1CO[Si](C1=CC=CC=C1)(C1=CC=CC=C1)C(C)(C)C)O)F ((3S,4R,5R)-4-((tert-butyldiphenylsilyl)oxy)-5-(((tert-butyldiphenylsilyl)oxy)methyl)-3-fluorooxolan-2-ol). The yield is 40.0%. As a reaction SMILES: Br.C(O)(=O)C.[Si:6]([O:23][C@@H:24]1[C@@H:28]([CH2:29][O:30][Si:31]([C:44]([CH3:47])([CH3:46])[CH3:45])([C:38]2[CH:43]=[CH:42][CH:41]=[CH:40][CH:39]=2)[C:32]2[CH:37]=[CH:36][CH:35]=[CH:34][CH:33]=2)[O:27][CH:26]([O:48]C)[C@H:25]1[F:50])([C:19]([CH3:22])([CH3:21])[CH3:20])([C:13]1[CH:18]=[CH:17][CH:16]=[CH:15][CH:14]=1)[C:7]1[CH:12]=[CH:11][CH:10]=[CH:9][CH:8]=1.C(OCC)(=O)C.O>C(Cl)Cl>[Si:6]([O:23][C@@H:24]1[C@@H:28]([CH2:29][O:30][Si:31]([C:44]([CH3:47])([CH3:46])[CH3:45])([C:32]2[CH:33]=[CH:34][CH:35]=[CH:36][CH:37]=2)[C:38]2[CH:39]=[CH:40][CH:41]=[CH:42][CH:43]=2)[O:27][CH:26]([OH:48])[C@H:25]1[F:50])([C:19]([CH3:21])([CH3:22])[CH3:20])([C:13]1[CH:18]=[CH:17][CH:16]=[CH:15][CH:14]=1)[C:7]1[CH:12]=[CH:11][CH:10]=[CH:9][CH:8]=1 |f:0.1|. Reported procedure: 1.0 mL of 30% hydrogen bromide/acetic acid was added dropwise to a solution of 1.66 g of (3S,4R,5R)-4-((tert-butyldiphenylsilyl)oxy)-5-(((tert-butyldiphenylsilyl)oxy)methyl)-3-fluoro-2-methoxyoxolane in 10 mL of methylene chloride at room temperature, and the obtained mixture was then stirred at room temperature for 3 hours. Thereafter, ethyl acetate and water were added to the reaction mixture, and the obtained mixture was then stirred for 5 minutes. Thereafter, the organic layer was fractionat...